Dataset: the Open Reaction Database (ORD), a public repository of structured organic reaction records. Task: describe an organic reaction: reactants, conditions, products, and yield Reactants: C(C)OC(=O)C=1C(NC2=NC=C(C=C2C1N1CCN(CC1)C(=O)C=1SC=CC1)F)=O (6-Fluoro-2-oxo-4-[4-(thiophene-2-carbonyl)-piperazin-1-yl]-1,2-dihydro-[1,8]-naphthyridine-3-carboxylic acid ethyl ester), BrCC(=O)C1=CC=CC=C1 (2-bromoacetophenone). RXN SMILES: [CH2:1]([O:3][C:4]([C:6]1[C:7](=[O:30])[NH:8][C:9]2[C:14]([C:15]=1[N:16]1[CH2:21][CH2:20][N:19]([C:22]([C:24]3[S:25][CH:26]=[CH:27][CH:28]=3)=[O:23])[CH2:18][CH2:17]1)=[CH:13][C:12]([F:29])=[CH:11][N:10]=2)=[O:5])[CH3:2].Br[CH2:32][C:33]([C:35]1[CH:40]=[CH:39][CH:38]=[CH:37][CH:36]=1)=[O:34]>>[CH2:1]([O:3][C:4]([C:6]1[C:7](=[O:30])[N:8]([CH2:32][C:33](=[O:34])[C:35]2[CH:40]=[CH:39][CH:38]=[CH:37][CH:36]=2)[C:9]2[C:14]([C:15]=1[N:16]1[CH2:21][CH2:20][N:19]([C:22]([C:24]3[S:25][CH:26]=[CH:27][CH:28]=3)=[O:23])[CH2:18][CH2:17]1)=[CH:13][C:12]([F:29])=[CH:11][N:10]=2)=[O:5])[CH3:2]. Procedure details: This compound was prepared from 6-fluoro-2-oxo-4-[4-(thiophene-2-carbonyl)-piperazin-1-yl]-1,2-dihydro-[1,8]-naphthyridine-3-carboxylic acid ethyl ester (80) and 2-bromoacetophenone according to General Procedure B. Yield 293 mg (38%), MP 262° C.; 1H-NMR (DMSO-d6): δ 1.29 (t, J=7.2 Hz, 3H), 3.19 (m, 4H), 3.92 (m, 4H), 4.32 (q, J=7.2 Hz, 2H), 5.88 (s, 2H), 7.16 (dd, J=3.6, 4.8 Hz, 1H), 7.47 (dd, J=1.2, 3.6 Hz, 1H), 7.61 (m, 2H), 7.72 (m, 1H), 7.81 (d, J=4.8 Hz, 1H), 8.11 (m, 2H), 8.18 (dd, J=2.8,... The product is C(C)OC(=O)C=1C(N(C2=NC=C(C=C2C1N1CCN(CC1)C(=O)C=1SC=CC1)F)CC(C1=CC=CC=C1)=O)=O (6-Fluoro-2-oxo-1-(2-oxo-2-phenyl-ethyl)-4-[4-(thiophene-2-carbonyl)-piperazin-1-yl]-1,2-dihydro-[1,8]-naphthyridine-3-carboxylic acid ethyl ester). The reactants are C23H27N5O3S, ClCCl.C(C)O (dichloromethane ethanol), C(#N)C1=CC=C(C=C1)OCC(=O)O (4-cyanophenyloxyacetic acid), C(=O)(N1C=NC=C1)N1C=NC=C1 (1,1′-carbonyldiimidazole), CN(S(=O)(=O)C1=CC(=C(C=C1)NC)N)C1CCN(CC1)C (3-amino-4-methylaminobenzenesulfonic acid-N-methyl-N-(1-methylpiperidin-4-yl)amide). Run in O1CCCC1 (tetrahydrofuran). Conditions: time 8 hour. Product: CN(S(=O)(=O)C1=CC2=C(N(C(=N2)COC2=CC=C(C=C2)C#N)C)C=C1)C1CCN(CC1)C (1-Methyl-2-[(4-cyanophenyl)oxymethyl]benzimidazol-5-yl-sulfonic acid-N-methyl-N-(1-methyl-piperidin-4-yl)amide). RXN SMILES: [C:1]([C:3]1[CH:8]=[CH:7][C:6]([O:9][CH2:10][C:11](O)=O)=[CH:5][CH:4]=1)#[N:2].C(N1C=CN=C1)(N1C=CN=C1)=O.[CH3:26][N:27]([CH:40]1[CH2:45][CH2:44][N:43]([CH3:46])[CH2:42][CH2:41]1)[S:28]([C:31]1[CH:36]=[CH:35][C:34]([NH:37][CH3:38])=[C:33]([NH2:39])[CH:32]=1)(=[O:30])=[O:29].ClCCl.C(O)C>O1CCCC1>[CH3:26][N:27]([CH:40]1[CH2:45][CH2:44][N:43]([CH3:46])[CH2:42][CH2:41]1)[S:28]([C:31]1[CH:36]=[CH:35][C:34]2[N:37]([CH3:38])[C:11]([CH2:10][O:9][C:6]3[CH:7]=[CH:8][C:3]([C:1]#[N:2])=[CH:4][CH:5]=3)=[N:39][C:33]=2[CH:32]=1)(=[O:30])=[O:29] |f:3.4|. Reported procedure: 532 mg (3.0 mmol) of 4-cyanophenyloxyacetic acid and 486 mg (3.0 mmol) of 1,1′-carbonyldiimidazole were dissolved in 40 mL of tetrahydrofuran and refluxed for 15 minutes. Then 700 mg (2.24 mmol) of 3-amino-4-methylaminobenzenesulfonic acid-N-methyl-N-(1-methylpiperidin-4-yl)amide were added and boiling was continued for a further eight hours. Then the mixture was evaporated down and the resulting oily residue was refluxed in 30 mL of glacial acetic acid for one hour. The glacial acetic acid was ...